This data is from the Open Reaction Database (ORD), a public repository of structured organic reaction records. The task is: describe an organic reaction: reactants, conditions, products, and yield The reactants are C(C)(C)(C)C=1N=C(SC1)NC(C(C)(C)S(=O)(=O)C=1C=NC(=CC1)Cl)=O (N-(4-tert-butyl-thiazol-2-yl)-2-(6-chloro-pyridine-3-sulfonyl)-2-methyl-propionamide), C([O-])([O-])=O.[K+].[K+] (potassium carbonate), N1CCC1 (azetidine). The solvent is O1CCOCC1 (dioxane). Run at temperature 70 celsius. Yields the product N1(CCC1)C1=CC=C(C=N1)S(=O)(=O)C(C(=O)NC=1SC=C(N1)C(C)(C)C)(C)C (2-(6-azetidin-1-yl-pyridine-3-sulfonyl)-N-(4-tert-butyl-thiazol-2-yl)-2-methyl-propionamide). Isolated yield 79.3%. RXN SMILES: [C:1]([C:5]1[N:6]=[C:7]([NH:10][C:11](=[O:25])[C:12]([S:15]([C:18]2[CH:19]=[N:20][C:21](Cl)=[CH:22][CH:23]=2)(=[O:17])=[O:16])([CH3:14])[CH3:13])[S:8][CH:9]=1)([CH3:4])([CH3:3])[CH3:2].C(=O)([O-])[O-].[K+].[K+].[NH:32]1[CH2:35][CH2:34][CH2:33]1>O1CCOCC1>[N:32]1([C:21]2[N:20]=[CH:19][C:18]([S:15]([C:12]([CH3:14])([CH3:13])[C:11]([NH:10][C:7]3[S:8][CH:9]=[C:5]([C:1]([CH3:4])([CH3:3])[CH3:2])[N:6]=3)=[O:25])(=[O:17])=[O:16])=[CH:23][CH:22]=2)[CH2:35][CH2:34][CH2:33]1 |f:1.2.3|. Reported procedure: To a solution of 79 mg (0.20 mmol) of N-(4-tert-butyl-thiazol-2-yl)-2-(6-chloro-pyridine-3-sulfonyl)-2-methyl-propionamide (example 265, Table 19) and 57.5 mg (0.42 mmol) of potassium carbonate in dioxane (2 mL) were added 27 μL (0.4 mmol) of azetidine. The reaction was heated in a sealed tube to 70° C. for 3 h. The solids were removed by filtration and rinsed with dioxane (5 mL). The filtrate was concentrated under reduced pressure and the residue purified by column chromatography (silica, elue... Reactants: FC=1C=C(C=CC1F)O (3,4-difluorophenol), FC1=CC(=C(C=C1F)B1OC(CN(CC(O1)=O)C)=O)O[C@@H](C)CC=C ((S)-2-(4,5-difluoro-2-(pent-4-en-2-yloxy)phenyl)-6-methyl-1,3,6,2-dioxazaborocane-4,8-dione). Product: FC1=C(C=C(C=C1)O[C@@H](C)CC=C)F ((S)-1,2-Difluoro-4-(pent-4-en-2-yloxy)benzene). Reaction SMILES: FC1C=C(O)C=CC=1F.[F:10][C:11]1[C:16]([F:17])=[CH:15][C:14](B2OC(=O)CN(C)CC(=O)O2)=[C:13]([O:29][C@H:30]([CH2:32][CH:33]=[CH2:34])[CH3:31])[CH:12]=1>>[F:17][C:16]1[CH:15]=[CH:14][C:13]([O:29][C@H:30]([CH2:32][CH:33]=[CH2:34])[CH3:31])=[CH:12][C:11]=1[F:10]. Procedure: Prepared in 69% from 3,4-difluorophenol following the procedure for (S)-2-(4,5-difluoro-2-(pent-4-en-2-yloxy)phenyl)-6-methyl-1,3,6,2-dioxazaborocane-4,8-dione. 1H NMR (400 MHz, CDCl3) δ 7.11-6.97 (m, 1H), 6.72 (ddd, J=12.1, 6.6, 2.9 Hz, 1H), 6.64-6.54 (m, 1H), 5.85 (ddt, J=17.2, 10.2, 7.0 Hz, 1H), 5.19-5.09 (m, 2H), 4.38-4.23 (m, 1H), 2.48 (qd, J=7.0, 5.9 Hz, 1H), 2.40-2.28 (m, 1H), 1.31 (d, J=6.0 Hz, 3H); 19F NMR (376 MHz, CDCl3) δ −135.75 (d, J=20.8 Hz, 1F), −148.32 (d, J=22.5 Hz, 1F). The reactants are BrC1=CC=2C3=C(C=NC2C=C1)N(C(N3C=3C(=NN(C3C)C)C)=O)C (8-bromo-3-methyl-1-(1,3,5-trimethyl-1H-pyrazol-4-yl)-1,3-dihydro-imidazo[4,5-c]quinolin-2-one), BrC1=CC=2C3=C(C=NC2C=C1)N(C(N3C=3C(=NN(C3C)C)C)=O)C (8-bromo-3-methyl-1-(1,3,5-trimethyl-1H-pyrazol-4-yl)-1,3-dihydro-imidazo[4,5-c]quinolin-2-one), FC=1C(=NC=C(C1)B1OC(C(O1)(C)C)(C)C)NC ([3-fluoro-5-(4,4,5,5-tetramethyl-[1,3,2]dioxaborolan-2-yl)-pyridin-2-yl]-methyl-amine). Product: FC=1C=C(C=NC1NC)C1=CC=2C3=C(C=NC2C=C1)N(C(N3C=3C(=NN(C3C)C)C)=O)C (8-(5-Fluoro-6-methylamino-pyridin-3-yl)-3-methyl-1-(1,3,5-trimethyl-1H-pyrazol-4-yl)-1,3-dihydro-imidazo[4,5-c]quinolin-2-one). Reaction SMILES: Br[C:2]1[CH:11]=[CH:10][C:9]2[N:8]=[CH:7][C:6]3[N:12]([CH3:24])[C:13](=[O:23])[N:14]([C:15]4[C:16]([CH3:22])=[N:17][N:18]([CH3:21])[C:19]=4[CH3:20])[C:5]=3[C:4]=2[CH:3]=1.[F:25][C:26]1[C:27]([NH:41][CH3:42])=[N:28][CH:29]=[C:30](B2OC(C)(C)C(C)(C)O2)[CH:31]=1>>[F:25][C:26]1[CH:31]=[C:30]([C:2]2[CH:11]=[CH:10][C:9]3[N:8]=[CH:7][C:6]4[N:12]([CH3:24])[C:13](=[O:23])[N:14]([C:15]5[C:16]([CH3:22])=[N:17][N:18]([CH3:21])[C:19]=5[CH3:20])[C:5]=4[C:4]=3[CH:3]=2)[CH:29]=[N:28][C:27]=1[NH:41][CH3:42]. Reported procedure: The title compound was synthesized in a similar manner as described for Example 1.1 using 8-bromo-3-methyl-1-(1,3,5-trimethyl-1H-pyrazol-4-yl)-1,3-dihydro-imidazo[4,5-c]quinolin-2-one (Intermediate H) and [3-fluoro-5-(4,4,5,5-tetramethyl-[1,3,2]dioxaborolan-2-yl)-pyridin-2-yl]-methyl-amine (stage 141.1.1) to give the title compound as a yellow foam. (HPLC: tR 2.15 min (Method A); M+H=432 MS-ES; 1H-NMR (d6-DMSO, 400 MHz) 8.92 (s, 1H), 8.05-7.99 (m, 2H), 7.89-7.84 (m, 1H), 7.41-7.36 (m, 1H), 7.35-...